This data is from the Open Reaction Database (ORD), a public repository of structured organic reaction records. The task is: describe an organic reaction: reactants, conditions, products, and yield The reactants are COCC(C(=O)O)N(CCN(CC1=C(C=CC=C1)O)C(COC)C(=O)O)CC1=C(C=CC=C1)O (N,N'-bis-(2-methoxy-1-carboxy-1-ethyl)-N,N'-bis-(2-hydroxy-phenylmethyl)-ethylenediamine), C[Si](C)(C)I (trimethyl silyl iodide), N1=CC=CC=C1 (pyridine). Solvent: C(Cl)(Cl)Cl (chloroform). Reaction conditions: time 8 hour. Product: OCC(C(=O)O)N(CCN(CC1=C(C=CC=C1)O)C(CO)C(=O)O)CC1=C(C=CC=C1)O (N,N'-bis-(2-hydroxy-1-carboxy-1-ethyl)-N,N'-bis-(2-hydroxy-phenylmethyl)-ethylene diamine). RXN SMILES: C[O:2][CH2:3][CH:4]([N:8]([CH2:27][C:28]1[CH:33]=[CH:32][CH:31]=[CH:30][C:29]=1[OH:34])[CH2:9][CH2:10][N:11]([CH:20]([C:24]([OH:26])=[O:25])[CH2:21][O:22]C)[CH2:12][C:13]1[CH:18]=[CH:17][CH:16]=[CH:15][C:14]=1[OH:19])[C:5]([OH:7])=[O:6].C[Si](I)(C)C.N1C=CC=CC=1>C(Cl)(Cl)Cl>[OH:22][CH2:21][CH:20]([N:11]([CH2:12][C:13]1[CH:18]=[CH:17][CH:16]=[CH:15][C:14]=1[OH:19])[CH2:10][CH2:9][N:8]([CH:4]([C:5]([OH:7])=[O:6])[CH2:3][OH:2])[CH2:27][C:28]1[CH:33]=[CH:32][CH:31]=[CH:30][C:29]=1[OH:34])[C:24]([OH:26])=[O:25]. Procedure details: A mixture of 4.7 g N,N'-bis-(2-methoxy-1-carboxy-1-ethyl)-N,N'-bis-(2-hydroxy-phenylmethyl)-ethylenediamine (Example 17), 16 g trimethyl silyl iodide (0.08 mol), 6.32 g pyridine (0.08 mol) in 10 ml of chloroform is stirred at room temperature overnight, under nitrogen. The reaction mixture is filtered and the solvent evaporated in vacuo. The residue is poured in water giving a solid that after purification by chromatography furnishes N,N'-bis-(2-hydroxy-1-carboxy-1-ethyl)-N,N'-bis-(2-hydroxy-phe... Reactants: C(C1=CC=CC=C1)OC1=CC=C(C=C1)C1=CC(=NO1)OCOC (5-(4-(benzyloxy)phenyl)-3-(methoxymethoxy)isoxazole). Reagents/catalysts: [C].[Pd] (palladium-carbon). Solvent: CO (methanol), O1CCCC1 (tetrahydrofuran). Reaction conditions: time 8 hour. Product: COCOC1=NOC(=C1)C1=CC=C(C=C1)O (4-(3-(methoxymethoxy)isoxazol-5-yl)phenol). RXN SMILES: C([O:8][C:9]1[CH:14]=[CH:13][C:12]([C:15]2[O:19][N:18]=[C:17]([O:20][CH2:21][O:22][CH3:23])[CH:16]=2)=[CH:11][CH:10]=1)C1C=CC=CC=1>CO.O1CCCC1.[C].[Pd]>[CH3:23][O:22][CH2:21][O:20][C:17]1[CH:16]=[C:15]([C:12]2[CH:13]=[CH:14][C:9]([OH:8])=[CH:10][CH:11]=2)[O:19][N:18]=1 |f:3.4|. Procedure: To a mixed solution of 5-(4-(benzyloxy)phenyl)-3-(methoxymethoxy)isoxazole (1.44 g) in methanol (15 ml) and tetrahydrofuran (15 ml), 200 mg of 10% palladium-carbon catalyst was added, and the reaction solution was stirred overnight at room temperature under hydrogen atmosphere. The reaction solution was filtered through Celite, the solvent was distilled off under reduced pressure, and the residue obtained was purified by silica gel column chromatography (eluent: ethyl acetate/hexane (10:90-50:50... Starting materials: C=C1C(=CCO)CC(O[Si](c2ccccc2)(c2ccccc2)C(C)(C)C)CC1O[Si](c1ccccc1)(c1ccccc1)C(C)(C)C, CSC, O=C1CCC(=O)N1Cl, ClCCl. The product is C=C1C(=CCCl)CC(O[Si](c2ccccc2)(c2ccccc2)C(C)(C)C)CC1O[Si](c1ccccc1)(c1ccccc1)C(C)(C)C. RXN SMILES: [C:12]([CH3:13])([CH3:14])([CH3:15])[Si:16]([O:17][CH:18]1[C:19](=[CH2:45])[C:20](=[CH:42][CH2:43][OH:44])[CH2:21][CH:22]([O:24][Si:25]([c:26]2[cH:27][cH:28][cH:29][cH:30][cH:31]2)([c:32]2[cH:33][cH:34][cH:35][cH:36][cH:37]2)[C:38]([CH3:39])([CH3:40])[CH3:41])[CH2:23]1)([c:46]1[cH:47][cH:48][cH:49][cH:50][cH:51]1)[c:52]1[cH:53][cH:54][cH:55][cH:56][cH:57]1.[CH3:9][S:10][CH3:11].[Cl:1][N:2]1[C:3](=[O:4])[CH2:5][CH2:6][C:7]1=[O:8].[Cl:58][CH2:59][Cl:60]>>[C:12]([CH3:13])([CH3:14])([CH3:15])[Si:16]([O:17][CH:18]1[C:19](=[CH2:45])[C:20](=[CH:42][CH2:59][Cl:60])[CH2:21][CH:22]([O:24][Si:25]([c:26]2[cH:27][cH:28][cH:29][cH:30][cH:31]2)([c:32]2[cH:33][cH:34][cH:35][cH:36][cH:37]2)[C:38]([CH3:39])([CH3:40])[CH3:41])[CH2:23]1)([c:46]1[cH:47][cH:48][cH:49][cH:50][cH:51]1)[c:52]1[cH:53][cH:54][cH:55][cH:56][cH:57]1.